From a dataset of the Open Reaction Database (ORD), a public repository of structured organic reaction records. describe an organic reaction: reactants, conditions, products, and yield Reactants: CC(C)(C)OC(=O)CN(Cc1ccccc1)C1CCC(C(=O)OC(C)(C)C)CC1, CCO, [H][H]. Yields the product CC(C)(C)OC(=O)CNC1CCC(C(=O)OC(C)(C)C)CC1. RXN SMILES: [C:1]([CH3:2])([CH3:3])([CH3:4])[O:5][C:6](=[O:7])[CH:8]1[CH2:9][CH2:10][CH:11]([N:14]([CH2:15][C:16](=[O:17])[O:18][C:19]([CH3:20])([CH3:21])[CH3:22])[CH2:23][c:24]2[cH:25][cH:26][cH:27][cH:28][cH:29]2)[CH2:12][CH2:13]1.[CH3:32][CH2:33][OH:34].[H:30][H:31]>>[C:1]([CH3:2])([CH3:3])([CH3:4])[O:5][C:6](=[O:7])[CH:8]1[CH2:9][CH2:10][CH:11]([NH:14][CH2:15][C:16](=[O:17])[O:18][C:19]([CH3:20])([CH3:21])[CH3:22])[CH2:12][CH2:13]1.